Dataset: the Open Reaction Database (ORD), a public repository of structured organic reaction records. Task: describe an organic reaction: reactants, conditions, products, and yield Reactants: CC(=O)O, Cl, O=N[O-], N#Cc1ccccc1Cn1cnc2nc(N)[nH]c(=O)c21, [Na+], O. The product is N#Cc1ccccc1Cn1cnc2[nH]c(=O)[nH]c(=O)c21. Reaction SMILES: [CH3:27][C:28](=[O:29])[OH:30].[ClH:26].[N:21](=[O:22])[O-:23].[NH2:1][c:2]1[nH:3][c:4](=[O:20])[c:5]2[n:6]([CH2:11][c:12]3[c:13]([C:18]#[N:19])[cH:14][cH:15][cH:16][cH:17]3)[cH:7][n:8][c:9]2[n:10]1.[Na+:24].[OH2:25]>>[c:2]1(=[O:22])[nH:3][c:4](=[O:20])[c:5]2[n:6]([CH2:11][c:12]3[c:13]([C:18]#[N:19])[cH:14][cH:15][cH:16][cH:17]3)[cH:7][n:8][c:9]2[nH:10]1. Reagents/catalysts: [Pd].C1(=CC=CC=C1)P(C1=CC=CC=C1)C1=CC=CC=C1.C1(=CC=CC=C1)P(C1=CC=CC=C1)C1=CC=CC=C1.C1(=CC=CC=C1)P(C1=CC=CC=C1)C1=CC=CC=C1.C1(=CC=CC=C1)P(C1=CC=CC=C1)C1=CC=CC=C1 (tetrakis(triphenylphosphine) palladium (0)). Solvent: O1CCCC1.O (tetrahydrofuran H2O). The product is C1=CC=CC2=CC3=CC=CC=C3C(=C12)C=1C=C(C=O)C=C(C1)C=1C=NC=CC1 (3-(anthracen-9-yl)-5-(pyridin-3-yl)benzaldehyde). Starting materials: C1=CC=CC2=CC3=CC=CC=C3C(=C12)C=1C=C(C=O)C=C(C1)Br (3-(anthracen-9-yl)-5-bromobenzaldehyde), B1(OCC(CO1)(C)C)C2=CN=CC=C2 (pyridine-3-boronic acid neopentylglycol ester), C([O-])([O-])=O.[Na+].[Na+] (sodium carbonate). RXN SMILES: [CH:1]1[C:14]2[C:5](=[CH:6][C:7]3[C:12]([C:13]=2[C:15]2[CH:16]=[C:17]([CH:20]=[C:21](Br)[CH:22]=2)[CH:18]=[O:19])=[CH:11][CH:10]=[CH:9][CH:8]=3)[CH:4]=[CH:3][CH:2]=1.B1([C:32]2[CH:37]=[CH:36][CH:35]=[N:34][CH:33]=2)OCC(C)(C)CO1.C(=O)([O-])[O-].[Na+].[Na+]>O1CCCC1.O.[Pd].C1(P(C2C=CC=CC=2)C2C=CC=CC=2)C=CC=CC=1.C1(P(C2C=CC=CC=2)C2C=CC=CC=2)C=CC=CC=1.C1(P(C2C=CC=CC=2)C2C=CC=CC=2)C=CC=CC=1.C1(P(C2C=CC=CC=2)C2C=CC=CC=2)C=CC=CC=1>[CH:1]1[C:14]2[C:5](=[CH:6][C:7]3[C:12]([C:13]=2[C:15]2[CH:16]=[C:17]([CH:20]=[C:21]([C:32]4[CH:33]=[N:34][CH:35]=[CH:36][CH:37]=4)[CH:22]=2)[CH:18]=[O:19])=[CH:11][CH:10]=[CH:9][CH:8]=3)[CH:4]=[CH:3][CH:2]=1 |f:2.3.4,5.6,7.8.9.10.11|. Procedure details: 7.9 g (21.9 mmol) of 3-(anthracen-9-yl)-5-bromobenzaldehyde, 5 g (24.4 mmol of pyridine-3-boronic acid neopentylglycol ester, 0.85 g (3 mol %) of tetrakis(triphenylphosphine) palladium (0), and 5.17 g (48.8 mmol) of sodium carbonate were dissolved in 90 ml of tetrahydrofuran/H2O in a volume ratio of 2/1. The solution was reacted at 80° C. for 12 hours. The acquired reactant was extracted with ethyl acetate and treated under reduced pressure to remove the solvent. The extract was separated throug... Reactants: C(C)(C)(C)C1=CC(=CC=2C(C(OC21)=O)O)C (7-tert-butyl-3-hydroxy-5-methyl-3H-benzofuran-2-one), C(C)(C)(C)C1=CC(=CC=2C(C(OC21)=O)O)C (7-tert-butyl-3-hydroxy-5-methyl-3H-benzofuran-2-one), S(=O)(Cl)Cl (thionyl chloride). Reagents/catalysts: CN(C=O)C (dimethyl formamide). Conditions: time 2 hour. Yields the product C(C)(C)(C)C1=CC(=CC=2C(C(OC21)=O)Cl)C (7-tert-butyl-3-chloro-5-methyl-3H-benzofuran-2-one). Yield: 12.6%. As a reaction SMILES: [C:1]([C:5]1[C:13]2[O:12][C:11](=[O:14])[CH:10](O)[C:9]=2[CH:8]=[C:7]([CH3:16])[CH:6]=1)([CH3:4])([CH3:3])[CH3:2].S(Cl)([Cl:19])=O>CN(C)C=O>[C:1]([C:5]1[C:13]2[O:12][C:11](=[O:14])[CH:10]([Cl:19])[C:9]=2[CH:8]=[C:7]([CH3:16])[CH:6]=1)([CH3:4])([CH3:3])[CH3:2]. Procedure details: To a suspension of 2.2 g (10.0 mmol) of 7-tert-butyl-3-hydroxy-5-methyl-3H-benzofuran-2-one (compound (202), Example la, Table 2) in 2.4 ml (55.0 mmol) of thionyl chloride is added one drop of dimethyl formamide and the mixture is stirred for 2 hours at room temperature. Excess thionyl chloride is afterwards distilled off on a vacuum rotary evaporator. Chromatography of the residue on silica gel with the solvent system dichloromethane/hexane=1:1 and crystallisation of the pure fractions from met... Reactants: COC(=O)CCc1ccc(OCc2cccc(-c3c(C)ccc4ccccc34)c2)cc1, CO, [Na+], C1CCOC1, [OH-], O, O=C(O)CC(O)(CC(=O)O)C(=O)O. Product: Cc1ccc2ccccc2c1-c1cccc(COc2ccc(CCC(=O)O)cc2)c1. RXN SMILES: [CH3:1][c:2]1[c:3](-[c:12]2[cH:13][c:14]([CH2:15][O:16][c:17]3[cH:18][cH:19][c:20]([CH2:23][CH2:24][C:25](=[O:26])[O:27][CH3:28])[cH:21][cH:22]3)[cH:29][cH:30][cH:31]2)[c:4]2[cH:5][cH:6][cH:7][cH:8][c:9]2[cH:10][cH:11]1.[CH3:48][OH:49].[Na+:33].[O:50]1[CH2:51][CH2:52][CH2:53][CH2:54]1.[OH-:32].[OH2:34].[OH:35][C:36]([CH2:37][C:38]([C:39](=[O:40])[OH:41])([CH2:42][C:43](=[O:44])[OH:45])[OH:46])=[O:47]>>[CH3:1][c:2]1[c:3](-[c:12]2[cH:13][c:14]([CH2:15][O:16][c:17]3[cH:18][cH:19][c:20]([CH2:23][CH2:24][C:25](=[O:26])[OH:27])[cH:21][cH:22]3)[cH:29][cH:30][cH:31]2)[c:4]2[cH:5][cH:6][cH:7][cH:8][c:9]2[cH:10][cH:11]1. The reactants are C(C)(=O)O[C@H]1[C@H](OC=2C=NC=C(C2)Br)SC[C@H]([C@@H]1OC(C)=O)OC(C)=O (5-bromo-3-pyridinyl 2,3,4-tri-O-acetyl-5-thio-β-D-xylo-pyranoside), C(C1=CC=CC=C1)N (benzylamine), N12CCCCCC2=NCCC1 (DBU), C1CCOC1 (THF). The reagents and catalysts are CC1=CC=CC=C1P(C2=CC=CC=C2C)C3=CC=CC=C3[CH2-].CC1=CC=CC=C1P(C2=CC=CC=C2C)C3=CC=CC=C3[CH2-].CC(=O)O.CC(=O)O.[Pd].[Pd] (Herrmann's catalyst), [C-]#[O+].[C-]#[O+].[C-]#[O+].[C-]#[O+].[C-]#[O+].[C-]#[O+].[Mo] (molybdenum hexacarbonyl). Conditions: temperature 150 celsius. Yields the product O([C@H]1[C@H](O)[C@@H](O)[C@H](O)CS1)C=1C=NC=C(C1)C(=O)NCC1=CC=CC=C1 (5-[[(phenylmethyl)amino]carbonyl]-3-pyridinyl 5-thio-β-D-xylopyranoside). Yield: 0.7%. As a reaction SMILES: C([O:4][C@@H:5]1[C@@H:18]([O:19]C(=O)C)[C@H:17]([O:23]C(=O)C)[CH2:16][S:15][C@H:6]1[O:7][C:8]1[CH:9]=[N:10][CH:11]=[C:12](Br)[CH:13]=1)(=O)C.[CH2:27]([NH2:34])[C:28]1[CH:33]=[CH:32][CH:31]=[CH:30][CH:29]=1.N12CCCN=C1CCCCC2.C1C[O:49][CH2:48]C1>CC1C(P(C2C([CH2-])=CC=CC=2)C2C(C)=CC=CC=2)=CC=CC=1.CC1C(P(C2C([CH2-])=CC=CC=2)C2C(C)=CC=CC=2)=CC=CC=1.CC(O)=O.CC(O)=O.[Pd].[Pd].[C-]#[O+].[C-]#[O+].[C-]#[O+].[C-]#[O+].[C-]#[O+].[C-]#[O+].[Mo]>[O:7]([C:8]1[CH:9]=[N:10][CH:11]=[C:12]([C:48]([NH:34][CH2:27][C:28]2[CH:33]=[CH:32][CH:31]=[CH:30][CH:29]=2)=[O:49])[CH:13]=1)[C@@H:6]1[S:15][CH2:16][C@@H:17]([OH:23])[C@H:18]([OH:19])[C@H:5]1[OH:4] |f:4.5.6.7.8.9,10.11.12.13.14.15.16|. Procedure details: 0.5 g (1.115 mM) of 5-bromo-3-pyridinyl 2,3,4-tri-O-acetyl-5-thio-β-D-xylo-pyranoside, 0.37 ml (3.346 mM) of benzylamine, 0.294 g (1.115 mM) of molybdenum hexacarbonyl, 0.042 g (0.056 mM) of Herrmann's catalyst and 0.5 ml (3.346 mM) of DBU (1,8-diazabicyclo[5.4.0]undec-7-ene) are mixed in 3 ml of THF. The mixture is heated at 150° C. for 15 minutes by microwaves. The reaction mixture is filtered, the filtrate is taken up in 20 ml of ethyl acetate and the organic phase is washed with 1 N sodium h... Starting materials: ClC1=NC2=C(N1C)C=CC=C2 (2-Chloro-1-methyl-1H-benzimidazole), ClC=1C=C2C(=NC1)N(C(N2CC)=O)C2=CC=C(C=C2)O (6-chloro-1-ethyl-3-(4-hydroxyphenyl)-1,3-dihydro-2H-imidazo[4,5-b]pyridin-2-one), [H-].[Na+] (NaH). The solvent is CN(C)C=O (DMF), CO (MeOH). Reaction conditions: temperature 180 celsius. Product: ClC=1C=C2C(=NC1)N(C(N2CC)=O)C2=CC=C(C=C2)OC2=NC1=C(N2C)C=CC=C1 (6-chloro-1-ethyl-3-{4-[(1-methyl-1H-benzimidazol-2-yl)oxy]phenyl}-1,3-dihydro-2H-imidazo[4,5-b]pyridin-2-one). Isolated yield 79.4%. As a reaction SMILES: Cl[C:2]1[N:6]([CH3:7])[C:5]2[CH:8]=[CH:9][CH:10]=[CH:11][C:4]=2[N:3]=1.[Cl:12][C:13]1[CH:14]=[C:15]2[N:21]([CH2:22][CH3:23])[C:20](=[O:24])[N:19]([C:25]3[CH:30]=[CH:29][C:28]([OH:31])=[CH:27][CH:26]=3)[C:16]2=[N:17][CH:18]=1.[H-].[Na+]>CN(C=O)C.CO>[Cl:12][C:13]1[CH:14]=[C:15]2[N:21]([CH2:22][CH3:23])[C:20](=[O:24])[N:19]([C:25]3[CH:30]=[CH:29][C:28]([O:31][C:2]4[N:6]([CH3:7])[C:5]5[CH:8]=[CH:9][CH:10]=[CH:11][C:4]=5[N:3]=4)=[CH:27][CH:26]=3)[C:16]2=[N:17][CH:18]=1 |f:2.3|. Procedure: 2-Chloro-1-methyl-1H-benzimidazole (50 mg) was added to a solution of 6-chloro-1-ethyl-3-(4-hydroxyphenyl)-1,3-dihydro-2H-imidazo[4,5-b]pyridin-2-one (90 mg) and NaH (13.2 mg) in DMF (2 mL) at room temperature. The mixture was heated at 180° C. for 30 min under microwave irradiation. The reaction mixture was diluted with MeOH and concentrated in vacuo. The residue was purified by column chromatography (NH silica gel, eluted with 0%-50% EtOAc in hexane) to give 6-chloro-1-ethyl-3-{4-[(1-methyl-1H...